From a dataset of the Open Reaction Database (ORD), a public repository of structured organic reaction records. describe an organic reaction: reactants, conditions, products, and yield Yields the product ClC1=C(C=C(C=C1)C1CCN(CC1)CCCC1=C2C(=NO1)CCCCC2)F (3-(3-(4-(4-chloro-3-fluorophenyl)piperidin-1-yl)propyl)-5,6,7,8-tetrahydro-4H-cyclohepta[c]isoxazole). The reactants are C1(CCCCCC1)=NO (cycloheptanone oxime), ClC1=C(C=C(C=C1)C1CCN(CC1)CCCC(=O)OCC)F (ethyl 4-(4-(4-chloro-3-fluorophenyl)piperidin-1-yl)-n-butyrate). Procedure details: By the same reaction and treatment as in Example 48 using cycloheptanone oxime and ethyl 4-(4-(4-chloro-3-fluorophenyl)piperidin-1-yl)-n-butyrate, 3-(3-(4-(4-chloro-3-fluorophenyl)piperidin-1-yl)propyl)-5,6,7,8-tetrahydro-4H-cyclohepta[c]isoxazole is obtained. RXN SMILES: [C:1]1(=[N:8][OH:9])[CH2:7][CH2:6][CH2:5][CH2:4][CH2:3][CH2:2]1.[Cl:10][C:11]1[CH:16]=[CH:15][C:14]([CH:17]2[CH2:22][CH2:21][N:20]([CH2:23][CH2:24][CH2:25][C:26](OCC)=O)[CH2:19][CH2:18]2)=[CH:13][C:12]=1[F:31]>>[Cl:10][C:11]1[CH:16]=[CH:15][C:14]([CH:17]2[CH2:18][CH2:19][N:20]([CH2:23][CH2:24][CH2:25][C:26]3[O:9][N:8]=[C:1]4[CH2:7][CH2:6][CH2:5][CH2:4][CH2:3][C:2]=34)[CH2:21][CH2:22]2)=[CH:13][C:12]=1[F:31]. The reactants are FC1=C(C=CC(=C1F)F)NC([S-])=S.C(C)[NH+](CC)CC (Triethylammonium N-(2,3,4-trifluorophenyl)dithiocarbamate), C(C)(=O)OCC(=O)CCl (1-acetoxy-3-chloroacetone), solution, Cl (hydrogen chloride). The solvent is C(C)O (ethanol), C(C)O (ethanol). Reaction conditions: time 20 minute. Yields the product OCC=1N(C(SC1)=S)C1=C(C(=C(C=C1)F)F)F (4-hydroxymethyl-3-(2,3,4-trifluorophenyl)-2(3H)-thiazolethione). Yield: 85.0%. RXN SMILES: [F:1][C:2]1[C:7]([F:8])=[C:6]([F:9])[CH:5]=[CH:4][C:3]=1[NH:10][C:11](=[S:13])[S-:12].C([NH+](CC)CC)C.C([O:24][CH2:25][C:26]([CH2:28]Cl)=O)(=O)C.Cl>C(O)C>[OH:24][CH2:25][C:26]1[N:10]([C:3]2[CH:4]=[CH:5][C:6]([F:9])=[C:7]([F:8])[C:2]=2[F:1])[C:11](=[S:12])[S:13][CH:28]=1 |f:0.1|. Procedure details: Triethylammonium N-(2,3,4-trifluorophenyl)dithiocarbamate (81.2 g) prepared in the same manner as in Reference Example 1 was added to ethanol (800 ml) and thereto 1-acetoxy-3-chloroacetone (37.7 g) was added dropwise at 5° to 7° C. with stirring over a period of 20 minutes. After stirring the mixture for 50 minutes, 10% solution of hydrogen chloride in ethanol (240 ml) was added and the mixture was refluxed for 3 hours. After the solvent was distilled off under the reduced pressure, cooled water...